From a dataset of the Open Reaction Database (ORD), a public repository of structured organic reaction records. describe an organic reaction: reactants, conditions, products, and yield The reactants are N1(CCCC1)CC1N(CCC1)CCCOC1=CC=CC=2N(C(=NC21)COC2=CC=C(C=C2)Cl)CCCC2CCN(CC2)C(=O)OC(C)(C)C ((RS) 4-[3-[2-(pyrroldin-1-ylmethyl)pyrrolidin-1-yl]propoxy]-2-[(4-chlorophenoxy)methyl]-1-[3-[1-(t-butoxycarbonyl)piperidin-4-yl]propyl]benzimidazole), FC(C(=O)O)(F)F (trifluoroacetic acid). The product is N1(CCCC1)CC1N(CCC1)CCCOC1=CC=CC=2N(C(=NC21)COC2=CC=C(C=C2)Cl)CCCC2CCNCC2 ((RS) 4-[3-[2-(pyrroldin-1-ylmethyl)pyrrolidin-1-yl]propoxy]-2-[(4-chlorophenoxy)methyl]-1-[3-(piperidin-4-yl)propyl]benzimidazole). Reaction SMILES: [N:1]1([CH2:6][CH:7]2[CH2:11][CH2:10][CH2:9][N:8]2[CH2:12][CH2:13][CH2:14][O:15][C:16]2[C:24]3[N:23]=[C:22]([CH2:25][O:26][C:27]4[CH:32]=[CH:31][C:30]([Cl:33])=[CH:29][CH:28]=4)[N:21]([CH2:34][CH2:35][CH2:36][CH:37]4[CH2:42][CH2:41][N:40](C(OC(C)(C)C)=O)[CH2:39][CH2:38]4)[C:20]=3[CH:19]=[CH:18][CH:17]=2)[CH2:5][CH2:4][CH2:3][CH2:2]1.FC(F)(F)C(O)=O>>[N:1]1([CH2:6][CH:7]2[CH2:11][CH2:10][CH2:9][N:8]2[CH2:12][CH2:13][CH2:14][O:15][C:16]2[C:24]3[N:23]=[C:22]([CH2:25][O:26][C:27]4[CH:32]=[CH:31][C:30]([Cl:33])=[CH:29][CH:28]=4)[N:21]([CH2:34][CH2:35][CH2:36][CH:37]4[CH2:42][CH2:41][NH:40][CH2:39][CH2:38]4)[C:20]=3[CH:19]=[CH:18][CH:17]=2)[CH2:5][CH2:4][CH2:3][CH2:2]1. Procedure: The title compound was prepared from (RS) 4-[3-[2-(pyrroldin-1-ylmethyl)pyrrolidin-1-yl]propoxy]-2-[(4-chlorophenoxy)methyl]-1-[3-[1-(t-butoxycarbonyl)piperidin-4-yl]propyl]benzimidazole using trifluoroacetic acid deprotection as described supra. Reactants: ClC=1C=C(C(N(N1)C)=O)NC1=NC=C(C=C1)C1CCN(CC1)C (6-chloro-2-methyl-4-(5-(1-methylpiperidin-4-yl)pyridin-2-ylamino)pyridazin-3(2H)-one), C(C)(C)(C)C=1C=C2C=NN(C(C2=C(C1)F)=O)C1=C(C=O)C(=CC=N1)I (2-(6-tert-Butyl-8-fluoro-1-oxophthalazin-2(1H)-yl)-4-iodonicotinaldehyde). The product is C(C)(C)(C)C=1C=C2C=NN(C(C2=CC1)=O)C1=NC=CC(=C1CO)C1=NN(C(C(=C1)NC1=NN2C(CN(CC2)C)=C1)=O)C (6-tert-butyl-2-{3-hydroxymethyl-4-[1-methyl-5-(5-methyl-4,5,6,7-tetrahydro-pyrazolo[1,5-a]pyrazin-2-ylamino)-6-oxo-1,6-dihydro -pyridazin-3-yl]-pyridin-2-yl}-2H-phthalazin-1-one). As a reaction SMILES: Cl[C:2]1[CH:3]=[C:4]([NH:10][C:11]2[CH:16]=[CH:15][C:14](C3CCN(C)CC3)=C[N:12]=2)[C:5](=[O:9])[N:6]([CH3:8])[N:7]=1.[C:24]([C:28]1[CH:29]=[C:30]2[C:35](=[C:36](F)[CH:37]=1)[C:34](=[O:39])[N:33]([C:40]1[N:47]=[CH:46][CH:45]=[C:44](I)[C:41]=1[CH:42]=[O:43])[N:32]=[CH:31]2)([CH3:27])([CH3:26])[CH3:25]>>[C:24]([C:28]1[CH:29]=[C:30]2[C:35](=[CH:36][CH:37]=1)[C:34](=[O:39])[N:33]([C:40]1[C:41]([CH2:42][OH:43])=[C:44]([C:2]3[CH:3]=[C:4]([NH:10][C:11]4[CH:16]=[C:15]5[CH2:14][N:6]([CH3:8])[CH2:5][CH2:4][N:10]5[N:12]=4)[C:5](=[O:9])[N:6]([CH3:8])[N:7]=3)[CH:45]=[CH:46][N:47]=1)[N:32]=[CH:31]2)([CH3:27])([CH3:26])[CH3:25]. Procedure: Preparation by a similar procedure to example 1 (Step 5-6), except substituting 6-chloro-2-methyl-4-(5-methyl-4,5,6,7-tetrahydropyrazolo[1,5-a]pyrazin-2-ylamino)pyridazin-3(2H)-one for 6-chloro-2-methyl-4-(5-(1-methylpiperidin-4-yl)pyridin-2-ylamino)pyridazin-3(2H)-one and substituting 2-(6-tert-Butyl-1-oxo-1H-phthalazin-2-yl)-4-iodo-pyridine-3-carbaldehyde for 2-(6-tert-Butyl-8-fluoro-1-oxophthalazin-2(1H)-yl)-4-iodonicotinaldehyde in step 5 afforded 72 mg of the title compound as a white solid... The reactants are 5, ClC1=CC=C(CNC(=O)C=2C=NC3=CC=C(C=C3C2O)C#CCO)C=C1 (N-(4-chlorobenzyl)-4-hydroxy-6-(3-hydroxy-1-propynyl)-3-quinolinecarboxamide), O (Water), C(=O)([O-])[O-].[K+].[K+] (K2CO3), Cl.ClCCN1CCCCC1 (1-(2-chloroethyl)piperidine hydrochloride). Run in CN(C)C=O (DMF). Run at temperature 90 celsius, time 48 hour. The product is ClC1=CC=C(CNC(=O)C2=CN(C3=CC=C(C=C3C2=O)C#CCO)CCN2CCCCC2)C=C1 (N-(4-Chlorobenzyl)-6-(3-hydroxy-1-propynyl)-1-[2-(1-piperidinyl)ethyl]-4-oxo-1,4-dihydro-3-quinolinecarboxamide). Reaction SMILES: [Cl:1][C:2]1[CH:26]=[CH:25][C:5]([CH2:6][NH:7][C:8]([C:10]2[CH:11]=[N:12][C:13]3[C:18]([C:19]=2[OH:20])=[CH:17][C:16]([C:21]#[C:22][CH2:23][OH:24])=[CH:15][CH:14]=3)=[O:9])=[CH:4][CH:3]=1.C([O-])([O-])=O.[K+].[K+].Cl.Cl[CH2:35][CH2:36][N:37]1[CH2:42][CH2:41][CH2:40][CH2:39][CH2:38]1.O>CN(C=O)C>[Cl:1][C:2]1[CH:3]=[CH:4][C:5]([CH2:6][NH:7][C:8]([C:10]2[C:19](=[O:20])[C:18]3[C:13](=[CH:14][CH:15]=[C:16]([C:21]#[C:22][CH2:23][OH:24])[CH:17]=3)[N:12]([CH2:35][CH2:36][N:37]3[CH2:42][CH2:41][CH2:40][CH2:39][CH2:38]3)[CH:11]=2)=[O:9])=[CH:25][CH:26]=1 |f:1.2.3,4.5|. Procedure details: A solution of N-(4-chlorobenzyl)-4-hydroxy-6-(3-hydroxy-1-propynyl)-3-quinolinecarboxamide from Preparation No. 5 (0.367 g) is dissolved in DMF (10 mL), and K2CO3 (0.55 g, 4.0 mmol) and 1-(2-chloroethyl)piperidine hydrochloride (0.375 g, 2.0 mmol) are added. The reaction mixture is heated to 90° C. for 3 h, and then allowed to stir at room temperature for 48 h. Water is added and a precipitate formed. The precipitate is filtered and allowed to dry at room temperature and then under reduced press... Reactants: ClC1=NC=C(C=N1)Cl (2,5-dichloropyrimidine), ClC=1C=CC(=NC1)OC1=C(C=CC=C1)O (2-(5-chloropyridin-2-yloxy)phenol), C([O-])([O-])=O.[K+].[K+] (potassium carbonate), C(C)C(=O)C (methyl ethyl ketone). The solvent is O (H2O). Product: ClC=1C=NC(=NC1)OC1=C(C=CC=C1)OC1=NC=C(C=C1)Cl (5-Chloro-2-[2-(5-chloropyridin-2-yloxy)phenoxy]-pyrimidine). Yield: 76.5%. RXN SMILES: Cl[C:2]1[N:7]=[CH:6][C:5]([Cl:8])=[CH:4][N:3]=1.[Cl:9][C:10]1[CH:11]=[CH:12][C:13]([O:16][C:17]2[CH:22]=[CH:21][CH:20]=[CH:19][C:18]=2[OH:23])=[N:14][CH:15]=1.C(=O)([O-])[O-].[K+].[K+].C(C(C)=O)C>O>[Cl:8][C:5]1[CH:4]=[N:3][C:2]([O:23][C:18]2[CH:19]=[CH:20][CH:21]=[CH:22][C:17]=2[O:16][C:13]2[CH:12]=[CH:11][C:10]([Cl:9])=[CH:15][N:14]=2)=[N:7][CH:6]=1 |f:2.3.4|. Procedure: With stirring, 1.80 grams (0.012 mole) of 2,5-dichloropyrimidine was added to a mixture of 2.0 grams (0.009 mole) 2-(5-chloropyridin-2-yloxy)phenol, 1.5 grams potassium carbonate, and 40 ml of methyl ethyl ketone. After the addition, the mixture was heated at reflux overnight and then poured into excess H2O. After extracting with 200 ml of ethyl ether, the extract was washed with saturated NaHCO3, H2O, brine, dried (MgSO4), filtered, and evaporated to yield a yellow solid which was recrystallize... The reactants are C(C)(C)(C)OC(=O)N1[C@@H](CC(C1)=NOC)C(=O)O ((2S,4EZ)-1-(tert-butoxycarbonyl)-4-(methoxyimino)-2-pyrrolidinecarboxylic acid), CC1=C(C=CC=C1)C1=CC=C(C=C1)C(=O)O (2′-methyl[1,1′-biphenyl]-4-carboxylic acid), C=1(C(=CC=CC1)N)N (1,2-benzenediamine). Yields the product CON=C1CN([C@@H](C1)C1=NC2=C(N1)C=CC=C2)C(=O)C2=CC=C(C=C2)C2=C(C=CC=C2)C ((3EZ,5S)-5-(1H-benzimidazol-2-yl)-1-[(2′-methyl[1,1′-biphenyl]-4-yl)-carbonyl]-3-pyrrolidinone O-methyloxime). RXN SMILES: C(O[C:6]([N:8]1[CH2:12][C:11](=[N:13][O:14][CH3:15])[CH2:10][C@H:9]1[C:16](O)=O)=[O:7])(C)(C)C.[CH3:19][C:20]1[CH:25]=[CH:24][CH:23]=[CH:22][C:21]=1[C:26]1[CH:31]=[CH:30][C:29](C(O)=O)=[CH:28][CH:27]=1.[C:35]1([NH2:42])[C:36]([NH2:41])=[CH:37][CH:38]=[CH:39][CH:40]=1>>[CH3:15][O:14][N:13]=[C:11]1[CH2:10][C@@H:9]([C:16]2[NH:42][C:35]3[CH:40]=[CH:39][CH:38]=[CH:37][C:36]=3[N:41]=2)[N:8]([C:6]([C:29]2[CH:28]=[CH:27][C:26]([C:21]3[CH:22]=[CH:23][CH:24]=[CH:25][C:20]=3[CH3:19])=[CH:31][CH:30]=2)=[O:7])[CH2:12]1. Procedure details: Following the general method as outlined in Example 11, starting from (2S,4EZ)-1-(tert-butoxycarbonyl)-4-(methoxyimino)-2-pyrrolidinecarboxylic acid, 2′-methyl[1,1′-biphenyl]-4-carboxylic acid, and 1,2-benzenediamine, the title compound was obtained in 91% purity by HPLC. MS(ESI+): m/z=425. The reactants are needles, ClC1=NC=NC(=C1C)C (4-chloro-5,6-dimethylpyrimidine), C(C)(C)C1=CC=C(N)C=C1 (p-isopropylaniline). Product: C(C)(C)C1=CC=C(NC2=NC=NC(=C2C)C)C=C1 (4-(4-Isopropylanilino)-5,6-dimethylpyrimidine). Isolated yield 23.2%. As a reaction SMILES: Cl[C:2]1[C:7]([CH3:8])=[C:6]([CH3:9])[N:5]=[CH:4][N:3]=1.[CH:10]([C:13]1[CH:19]=[CH:18][C:16]([NH2:17])=[CH:15][CH:14]=1)([CH3:12])[CH3:11]>>[CH:10]([C:13]1[CH:19]=[CH:18][C:16]([NH:17][C:2]2[C:7]([CH3:8])=[C:6]([CH3:9])[N:5]=[CH:4][N:3]=2)=[CH:15][CH:14]=1)([CH3:12])[CH3:11]. Procedure: To 3.6 g (0.025 mole) of 4-chloro-5,6-dimethylpyrimidine were added 3.4 g (0.025 mole) of p-isopropylaniline; the mixture was then heated at 100°-150° C. for about 3 minutes. The reaction mixture quickly became a solution and soon produced a precipitate, which was separated and then made alkaline by the addition of 50 ml of a dilute aqueous solution of sodium hydroxide. The mixture was then extracted with ethyl acetate and the extract was washed, in turn, with water and with a saturated aqueous ... Reactants: CO, N#Cc1ccc(OCc2sc(-c3ccc(C(F)(F)F)cc3)nc2COC2CCCCO2)cc1Cl, O, Cc1ccc(S(=O)(=O)O)cc1. Product: N#Cc1ccc(OCc2sc(-c3ccc(C(F)(F)F)cc3)nc2CO)cc1Cl. RXN SMILES: [CH3:47][OH:48].[Cl:1][c:2]1[c:3]([C:4]#[N:5])[cH:6][cH:7][c:8]([O:10][CH2:11][c:12]2[c:13]([CH2:27][O:28][CH:29]3[CH2:30][CH2:31][CH2:32][CH2:33][O:34]3)[n:14][c:15](-[c:17]3[cH:18][cH:19][c:20]([C:23]([F:24])([F:25])[F:26])[cH:21][cH:22]3)[s:16]2)[cH:9]1.[OH2:35].[c:36]1([CH3:37])[cH:38][cH:39][c:40]([S:41]([OH:42])(=[O:43])=[O:44])[cH:45][cH:46]1>>[Cl:1][c:2]1[c:3]([C:4]#[N:5])[cH:6][cH:7][c:8]([O:10][CH2:11][c:12]2[c:13]([CH2:27][OH:28])[n:14][c:15](-[c:17]3[cH:18][cH:19][c:20]([C:23]([F:24])([F:25])[F:26])[cH:21][cH:22]3)[s:16]2)[cH:9]1.